This data is from the Open Reaction Database (ORD), a public repository of structured organic reaction records. The task is: describe an organic reaction: reactants, conditions, products, and yield Reactants: CCCBr (n-propyl bromide), [Mg] (magnesium), Cl[SiH]1CCC(CC1)[C@@H]1CC[C@H](CC1)CCC1=CC(=C(C=C1)F)F (1-chloro-4-(trans-4-(2-(3,4-difluorophenyl) ethyl) cyclohexyl)-1-silacyclohexane). Solvent: O1CCCC1 (THF), O1CCCC1 (THF), O1CCCC1 (tetrahydrofuran). Yields the product FC=1C=C(C=CC1F)CC[C@@H]1CC[C@H](CC1)[C@@H]1CC[Si@H](CC1)CCC (trans-4-(trans-4-(2-(3,4-difluorophenyl) ethyl) cyclohexyl)-1-n-propyl-1-silacyclohexane). Yield: 79.5%. RXN SMILES: [CH3:1][CH2:2][CH2:3]Br.[Mg].Cl[SiH:7]1[CH2:12][CH2:11][CH:10]([C@H:13]2[CH2:18][CH2:17][C@H:16]([CH2:19][CH2:20][C:21]3[CH:26]=[CH:25][C:24]([F:27])=[C:23]([F:28])[CH:22]=3)[CH2:15][CH2:14]2)[CH2:9][CH2:8]1>O1CCCC1>[F:28][C:23]1[CH:22]=[C:21]([CH2:20][CH2:19][C@H:16]2[CH2:17][CH2:18][C@H:13]([C@H:10]3[CH2:11][CH2:12][Si@H:7]([CH2:1][CH2:2][CH3:3])[CH2:8][CH2:9]3)[CH2:14][CH2:15]2)[CH:26]=[CH:25][C:24]=1[F:27]. Procedure: 2.5 g (20 mmol) of n-propyl bromide was dripped into a mixture of 0.5 g (21 mmol) of magnesium and 50 ml of tetrahydrofuran (hereafter referred to as "THF") to obtain a Grignard's reagent. This solution was then dripped into a 50 ml THF solution of 7.4 g of 1-chloro-4-(trans-4-(2-(3,4-difluorophenyl) ethyl) cyclohexyl)-1-silacyclohexane. The silacyclohexane rings of the product thus obtained were a mixture of trans isomers and cis isomers. After a conventional after treatment, they were separate...